From a dataset of the Open Reaction Database (ORD), a public repository of structured organic reaction records. describe an organic reaction: reactants, conditions, products, and yield Reactants: COc1cc(NC(=O)CC#N)c(Cl)cc1Cl, CCOC(OCC)OCC, CC(C)O, COCCOc1ccc(N)cc1I. The product is COCCOc1ccc(NC=C(C#N)C(=O)Nc2cc(OC)c(Cl)cc2Cl)cc1I. Reaction SMILES: [C:1](#[N:2])[CH2:3][C:4](=[O:5])[NH:6][c:7]1[c:8]([Cl:16])[cH:9][c:10]([Cl:15])[c:11]([O:13][CH3:14])[cH:12]1.[CH2:30]([O:31][CH:32]([O:33][CH2:34][CH3:35])[O:36][CH2:37][CH3:38])[CH3:39].[CH:40]([OH:41])([CH3:42])[CH3:43].[I:17][c:18]1[cH:19][c:20]([NH2:29])[cH:21][cH:22][c:23]1[O:24][CH2:25][CH2:26][O:27][CH3:28]>>[C:1](#[N:2])[C:3]([C:4](=[O:5])[NH:6][c:7]1[c:8]([Cl:16])[cH:9][c:10]([Cl:15])[c:11]([O:13][CH3:14])[cH:12]1)=[CH:30][NH:29][c:20]1[cH:19][c:18]([I:17])[c:23]([O:24][CH2:25][CH2:26][O:27][CH3:28])[cH:22][cH:21]1. Reactants: C1(=CC=CC=C1)C1=NOC(=C1)NC(C)=O (3-Phenyl-5-acetylaminoisoxazole), ClCl (chlorine). The solvent is O1CCCC1 (tetrahydrofuran), C(Cl)(Cl)(Cl)Cl (carbon tetrachloride). Yields the product C1(=CC=CC=C1)C1=NOC(=C1Cl)NC(C)=O (3-phenyl-4-chloro-5-acetylaminoisoxazole). Yield: 60.4%. Reaction SMILES: [C:1]1([C:7]2[CH:11]=[C:10]([NH:12][C:13](=[O:15])[CH3:14])[O:9][N:8]=2)[CH:6]=[CH:5][CH:4]=[CH:3][CH:2]=1.[Cl:16]Cl>O1CCCC1.C(Cl)(Cl)(Cl)Cl>[C:1]1([C:7]2[C:11]([Cl:16])=[C:10]([NH:12][C:13](=[O:15])[CH3:14])[O:9][N:8]=2)[CH:2]=[CH:3][CH:4]=[CH:5][CH:6]=1. Procedure details: 3-Phenyl-5-acetylaminoisoxazole (7) (2.022 g) was dissolved in tetrahydrofuran (50 ml), a solution of chlorine (850 mg) in carbon tetrachloride (8.8 ml) was added dropwise thereto, and the mixture was kept to react at room temperature and under ice-cooling for 30 minutes, respectively. After evaporation the resulting residue was subjected to column chromatography on silica gel (20 g) to give crystals (1.43 g) of 3-phenyl-4-chloro-5-acetylaminoisoxazole (8) from the ether fractions; mp. 141°-141.... Yields the product C=CCCCCCN1C(=O)C2CC2C1=O. Reactants: C=CCCCCCO, CC(C)(C)CO, O=C1NC(=O)C2CC12, CCOC(=O)N=NC(=O)OCC, C1CCOC1, c1ccc(P(c2ccccc2)c2ccccc2)cc1. Reaction SMILES: [CH2:32]([CH2:33][CH2:34][CH2:35][CH2:36][CH:37]=[CH2:38])[OH:39].[CH2:40]([OH:41])[C:42]([CH3:43])([CH3:44])[CH3:45].[CH:46]12[C:47](=[O:53])[NH:48][C:49](=[O:52])[CH:50]1[CH2:51]2.[O:1]=[C:2]([O:3][CH2:4][CH3:5])[N:6]=[N:7][C:8]([O:9][CH2:10][CH3:11])=[O:12].[O:54]1[CH2:55][CH2:56][CH2:57][CH2:58]1.[c:13]1([P:14]([c:15]2[cH:16][cH:17][cH:18][cH:19][cH:20]2)[c:21]2[cH:22][cH:23][cH:24][cH:25][cH:26]2)[cH:27][cH:28][cH:29][cH:30][cH:31]1>>[CH2:32]([CH2:33][CH2:34][CH2:35][CH2:36][CH:37]=[CH2:38])[N:48]1[C:47](=[O:53])[CH:46]2[CH:50]([C:49]1=[O:52])[CH2:51]2. The reactants are CC1=CC=C(C=C1)S(=O)(=O)OCC(C(F)(F)F)(COS(=O)(=O)C1=CC=C(C=C1)C)O (3,3,3-trifluoro-2-hydroxy-2-({[(4-methylphenyl) sulfonyl]oxy}methyl)propyl 4-methylbenzenesulfonate), C([O-])([O-])=O (carbonate). The solvent is ClCCl (dichloromethane). Run at time 8 hour. Yields the product CC1=CC=C(C=C1)S(=O)(=O)OCC1(OC1)C(F)(F)F ([2-(Trifluoromethyl)-2-oxiranyl]methyl 4-methylbenzenesulfonate). Isolated yield 98.4%. As a reaction SMILES: CC1C=CC(S([O:11][CH2:12][C:13](O)([CH2:18][O:19][S:20]([C:23]2[CH:28]=[CH:27][C:26]([CH3:29])=[CH:25][CH:24]=2)(=[O:22])=[O:21])[C:14]([F:17])([F:16])[F:15])(=O)=O)=CC=1.C(=O)([O-])[O-]>ClCCl>[CH3:29][C:26]1[CH:27]=[CH:28][C:23]([S:20]([O:19][CH2:18][C:13]2([C:14]([F:17])([F:16])[F:15])[CH2:12][O:11]2)(=[O:22])=[O:21])=[CH:24][CH:25]=1. Procedure details: A solution of the 3,3,3-trifluoro-2-hydroxy-2-({[(4-methylphenyl) sulfonyl]oxy}methyl)propyl 4-methylbenzenesulfonate (186.5 g, 398.5 mmol) in dichloromethane (2500 ml) was stirred under nitrogen whilst polymer supported carbonate resin (ex Fluke, ca. 3.5 mmoles carbonate/g resin) (232 g) was added. The mixture was stirred at room temperature overnight. The resin was filtered off and the resin was washed with dichloromethane. The combined filtrate and washings were concentrated under reduced pre... Starting materials: CCCOc1cc2c(cc1C(C)=C(F)CO)C(c1ccccc1)=CC(C)(C)O2, C[N+]1([O-])CCOCC1. Product: CCCOc1cc2c(cc1C(C)=C(F)C=O)C(c1ccccc1)=CC(C)(C)O2. As a reaction SMILES: [CH3:1][C:2]1([CH3:28])[O:3][c:4]2[cH:5][c:6]([O:24][CH2:25][CH2:26][CH3:27])[c:7]([C:18](=[C:19]([CH2:20][OH:21])[F:22])[CH3:23])[cH:8][c:9]2[C:10]([c:12]2[cH:13][cH:14][cH:15][cH:16][cH:17]2)=[CH:11]1.[CH3:29][N+:30]1([O-:31])[CH2:32][CH2:33][O:34][CH2:35][CH2:36]1>>[CH3:1][C:2]1([CH3:28])[O:3][c:4]2[cH:5][c:6]([O:24][CH2:25][CH2:26][CH3:27])[c:7]([C:18](=[C:19]([CH:20]=[O:21])[F:22])[CH3:23])[cH:8][c:9]2[C:10]([c:12]2[cH:13][cH:14][cH:15][cH:16][cH:17]2)=[CH:11]1. The reactants are O (water), FC1=C(N)C=CC(=C1)SCC1=CC=C(C=C1)OC (2-fluoro-4-(4′-methoxybenzylmercapto)aniline), N1=CC=CC=C1 (pyridine), C(C)(C)(C)C(=O)Cl ((CH3)3CCOCl). Solvent: C(Cl)Cl (CH2Cl2). Conditions: time 2 hour. Product: FC1=C(C=CC(=C1)SCC1=CC=C(C=C1)OC)CC(C(=O)N)(C)C (2-fluoro-4-(4′-methoxybenzylmercapto)phenyl-2,2-dimethylpropanamide). Reaction SMILES: [F:1][C:2]1[CH:8]=[C:7]([S:9][CH2:10][C:11]2[CH:16]=[CH:15][C:14]([O:17][CH3:18])=[CH:13][CH:12]=2)[CH:6]=[CH:5][C:3]=1N.[N:19]1C=CC=CC=1.[C:25]([C:29](Cl)=[O:30])([CH3:28])([CH3:27])[CH3:26].O>C(Cl)Cl>[F:1][C:2]1[CH:8]=[C:7]([S:9][CH2:10][C:11]2[CH:16]=[CH:15][C:14]([O:17][CH3:18])=[CH:13][CH:12]=2)[CH:6]=[CH:5][C:3]=1[CH2:26][C:25]([CH3:28])([CH3:27])[C:29]([NH2:19])=[O:30]. Reported procedure: A mixture of the product of step 2, pyridine (3.1 ml, 38.4 mmol) and (CH3)3CCOCl (3.2 ml, 25.6 mmol) in CH2Cl2 (100 ml) was stirred for 2 h, then poured into cold water. The whole was extracted with CH2Cl2 (3×100 ml) and the combined organic layers were dried (Na2SO4), filtered and concentrated to afford 2-fluoro-4-(4′-methoxybenzylmercapto)phenyl-2,2-dimethylpropanamide. MS (Cl) m/e 348 (M+H)+.